Dataset: the Open Reaction Database (ORD), a public repository of structured organic reaction records. Task: describe an organic reaction: reactants, conditions, products, and yield The reactants are N1=C(C=NC=C1)N1CCNCC1 (1-(2-pyrazinyl)piperazine), C(CCC)N=C=S (n-butyl isothiocyanate). Run in CCOCC (ether), CCOCC (ether). Run at time 30 minute. Yields the product C(CCC)NC(=S)N1CCN(CC1)C1=NC=CN=C1 (N-Butyl-4-(2-pyrazinyl)-1-piperazinethiocarboxamide). Reaction SMILES: [N:1]1[CH:6]=[CH:5][N:4]=[CH:3][C:2]=1[N:7]1[CH2:12][CH2:11][NH:10][CH2:9][CH2:8]1.[CH2:13]([N:17]=[C:18]=[S:19])[CH2:14][CH2:15][CH3:16]>CCOCC>[CH2:13]([NH:17][C:18]([N:10]1[CH2:9][CH2:8][N:7]([C:2]2[CH:3]=[N:4][CH:5]=[CH:6][N:1]=2)[CH2:12][CH2:11]1)=[S:19])[CH2:14][CH2:15][CH3:16]. Reported procedure: To a solution of 4.92 g. of 1-(2-pyrazinyl)piperazine in 80 ml. of anhydrous ether is added a solution of 3.45 g. of n-butyl isothiocyanate in 50 ml. of anhydrous ether, dropwise during 5 minutes. The mixture is stirred for 30 minutes and the resulting solid is collected and dissolved in 50 ml. of ethanol. Cooling and the addition of 2 ml. of water gives 4.96 g. of the desired product as white crystals, m.p. 97.5°-98.5° C. Starting materials: ClC(Cl)Cl, [K+], [K+], O=C([O-])[O-], O=c1c(CCc2ccccc2)nc2c(n1CCO)CCCC2, O=S(Cl)Cl. The product is O=c1c(CCc2ccccc2)nc2c(n1CCCl)CCCC2. As a reaction SMILES: [CH:33]([Cl:34])([Cl:35])[Cl:36].[K+:27].[K+:28].[O-:29][C:30]([O-:31])=[O:32].[OH:5][CH2:6][CH2:7][n:8]1[c:9](=[O:26])[c:10]([CH2:18][CH2:19][c:20]2[cH:21][cH:22][cH:23][cH:24][cH:25]2)[n:11][c:12]2[c:17]1[CH2:16][CH2:15][CH2:14][CH2:13]2.[S:1]([Cl:2])([Cl:3])=[O:4]>>[Cl:3][CH2:6][CH2:7][n:8]1[c:9](=[O:26])[c:10]([CH2:18][CH2:19][c:20]2[cH:21][cH:22][cH:23][cH:24][cH:25]2)[n:11][c:12]2[c:17]1[CH2:16][CH2:15][CH2:14][CH2:13]2.